From a dataset of the Open Reaction Database (ORD), a public repository of structured organic reaction records. describe an organic reaction: reactants, conditions, products, and yield The product is O1C(CCC1)N1C(=O)N(C(=O)C(=C1)F)C1OCCC1 (N1,N3 -bis(2-tetrahydrofuryl)-5-fluorouracil), O1C(CCC1)N1C(=O)NC(=O)C(=C1)F (N1 -(2-tetrahydrofuryl)-5-fluorouracil). RXN SMILES: [F:1][C:2]1[C:3](=[O:9])[NH:4][C:5](=[O:8])[NH:6][CH:7]=1.N1[CH:15]=[CH:14][CH:13]=[CH:12]C=1.[O:16]=P12OP3(OP(OP(O3)(O1)=O)(=O)O2)=O.[O:30]1[CH:34]=[CH:33][CH2:32][CH2:31]1>CC(C)=O.C(OCC)(=O)C>[O:30]1[CH2:31][CH2:32][CH2:33][CH:34]1[N:6]1[CH:7]=[C:2]([F:1])[C:3](=[O:9])[N:4]([CH:12]2[CH2:13][CH2:14][CH2:15][O:16]2)[C:5]1=[O:8].[O:30]1[CH2:34][CH2:33][CH2:32][CH:31]1[N:6]1[CH:7]=[C:2]([F:1])[C:3](=[O:9])[NH:4][C:5]1=[O:8]. Isolated yield 63.0%. The reactants are FC=1C(NC(NC1)=O)=O (5-fluorouracil), N1=CC=CC=C1 (pyridine), O=P12OP3(=O)OP(=O)(O1)OP(=O)(O2)O3 (phosphorus pentoxide), O1CCC=C1 (2,3-dihydrofuran), N1=CC=CC=C1 (pyridine). Solvent: CC(=O)C (acetone), C(C)(=O)OCC (ethyl acetate). Reported procedure: In a sealed tube, 780 mg (6 m mole) of 5-fluorouracil, 5 ml of pyridine, 100 mg (0.70 m mole) of phosphorus pentoxide and 1.26 g (18 m mole) of 2,3-dihydrofuran were heated at 100° C for 17 hours. After the reaction, pyridine was distilled off from the reaction mixture under a reduced pressure. The residue was dissolved in chloroform and the insoluble unreacted 5-fluorouracil was separated by a filtration and the residue was purified by a column chromatography using a silica gel column (mixture ... The reactants are C(#N)C(CC(=O)OC)C1=CC=C(C=C1)O (methyl 3-cyano-3-(4-hydroxyphenyl)propanoate), C(C1=CC=CC=C1)O (benzyl alcohol), CCCC[Sn](CCCC)(CCCC)O[Sn](CCCC)(CCCC)CCCC (tributyltinoxide). Reaction conditions: time 30 minute. Yields the product C(#N)C(CC(=O)OCC1=CC=CC=C1)C1=CC=C(C=C1)O (Benzyl 3-cyano-3-(4-hydroxyphenyl)propanoate). Isolated yield 6.0%. RXN SMILES: [C:1]([CH:3]([C:9]1[CH:14]=[CH:13][C:12]([OH:15])=[CH:11][CH:10]=1)[CH2:4][C:5]([O:7][CH3:8])=[O:6])#[N:2].C(O)[C:17]1[CH:22]=[CH:21][CH:20]=[CH:19][CH:18]=1.CCCC[Sn](O[Sn](CCCC)(CCCC)CCCC)(CCCC)CCCC>>[C:1]([CH:3]([C:9]1[CH:14]=[CH:13][C:12]([OH:15])=[CH:11][CH:10]=1)[CH2:4][C:5]([O:7][CH2:8][C:17]1[CH:22]=[CH:21][CH:20]=[CH:19][CH:18]=1)=[O:6])#[N:2]. Reported procedure: To the microwave vial was charged with isomer methyl 3-cyano-3-(4-hydroxyphenyl)propanoate (+ve) (0.5 g, 2.4 mmole) & benzyl alcohol (0.5 mL, 4.8 mmol), was added tributyltinoxide (0.03 g, 5% W/W). Temperature was set 90° C. & energy is fixed at 250 W for 30 mins. After completion of the reaction (monitored by TLC), the RM mixture was extracted with ethyl acetate. The organic layer was washed with water and saturated brine solution, dried over anhydrous Na2SO4 and evaporated to dryness gave the ... Starting materials: FC=1C(=CC(=C(C1)[N+](=O)[O-])OC1=CC(=CC=C1)OC)N1C(N(C(=CC1=O)C(F)(F)F)C)=O (5-fluoro-2-(3-methoxyphenoxy)-4-[3-methyl-2,6-dioxo-4-(trifluoromethyl)-1,2,3,6-tetrahydropyrimidin-1-yl]nitrobenzene), O (water). The reagents and catalysts are [Fe] (iron). Solvent: C(C)(=O)O (acetic acid), C(C)(=O)O (acetic acid). Conditions: time 2 hour. Yields the product FC=1C(=CC(=C(N)C1)OC1=CC(=CC=C1)OC)N1C(N(C(=CC1=O)C(F)(F)F)C)=O (5-fluoro-2-(3-methoxyphenoxy)-4-[3-methyl-2,6-dioxo-4-(trifluoromethyl)-1,2,3,6-tetrahydropyrimidin-1-yl]aniline). The yield is 94.2%. Reaction SMILES: [F:1][C:2]1[C:3]([N:20]2[C:25](=[O:26])[CH:24]=[C:23]([C:27]([F:30])([F:29])[F:28])[N:22]([CH3:31])[C:21]2=[O:32])=[CH:4][C:5]([O:11][C:12]2[CH:17]=[CH:16][CH:15]=[C:14]([O:18][CH3:19])[CH:13]=2)=[C:6]([N+:8]([O-])=O)[CH:7]=1.O>C(O)(=O)C.[Fe]>[F:1][C:2]1[C:3]([N:20]2[C:25](=[O:26])[CH:24]=[C:23]([C:27]([F:28])([F:29])[F:30])[N:22]([CH3:31])[C:21]2=[O:32])=[CH:4][C:5]([O:11][C:12]2[CH:17]=[CH:16][CH:15]=[C:14]([O:18][CH3:19])[CH:13]=2)=[C:6]([CH:7]=1)[NH2:8]. Procedure: A solution of 4.17 g of 5-fluoro-2-(3-methoxyphenoxy)-4-[3-methyl-2,6-dioxo-4-(trifluoromethyl)-1,2,3,6-tetrahydropyrimidin-1-yl]nitrobenzene in 10 ml of acetic acid was added dropwise over 20 minutes to a mixture of 4.5 g of iron powder, 10 ml of acetic acid and 1 ml of water. After the addition, the mixture was stirred for 2 hours, filtered through celite and diluted with ethyl acetate. The resultant was washed with water 2 times, the organic layer was washed with saturated aqueous sodium bica...